Dataset: the Open Reaction Database (ORD), a public repository of structured organic reaction records. Task: describe an organic reaction: reactants, conditions, products, and yield Reactants: [N+](=O)([O-])C1=CC=C(C=C1)CC(=O)O (4-nitrophenylacetic acid), N1CCCCC1 (piperidine), OCCN(C)C1=CC=C(C=O)C=C1 (4-[N-(2-hydroxyethyl)-N-methylamino]benzaldehyde). Solvent: three. Yields the product OCCN(C)C1=CC=C(C=C1)C=CC1=CC=C(C=C1)[N+](=O)[O-] (4-[N-(2-Hydroxyethyl)-N-methylamino]-4'-nitrostilbene). Reaction SMILES: [N+:1]([C:4]1[CH:9]=[CH:8][C:7]([CH2:10][C:11](O)=O)=[CH:6][CH:5]=1)([O-:3])=[O:2].N1CCCCC1.[OH:20][CH2:21][CH2:22][N:23]([C:25]1[CH:32]=[CH:31][C:28](C=O)=[CH:27][CH:26]=1)[CH3:24]>>[OH:20][CH2:21][CH2:22][N:23]([C:25]1[CH:32]=[CH:31][C:28]([CH:11]=[CH:10][C:7]2[CH:6]=[CH:5][C:4]([N+:1]([O-:3])=[O:2])=[CH:9][CH:8]=2)=[CH:27][CH:26]=1)[CH3:24]. Procedure details: A one liter three (3) necked flask fitted with a dropping funnel, mechanical stirrer and condenser is charged with 34.35 g of 4-nitrophenylacetic acid, and piperidine (16.2 g) is added dropwise over a period of 30 minutes. At the end of the addition, a 33.62 g quantity of 4-[N-(2-hydroxyethyl)-N-methylamino]benzaldehyde is added. The reactants are FC=1C=CC2=C(C1)C1(C(NC(S1)=N)=O)CCO2 ((±)-6-fluoro-2,3-dihydro-2'-iminospiro-[4H-1-benzopyran-4,5'-thiazolidin]-4'-one), CO (methanol), Cl (hydrochloric acid). Yields the product FC=1C=CC2=C(C1)C1(C(NC(S1)=O)=O)CCO2 ((±)-6-fluoro-2,3-dihydrospiro[4H-1-benzopyran-4,5'-thiazolidine]-2',4'-dione). RXN SMILES: [F:1][C:2]1[CH:3]=[CH:4][C:5]2[O:17][CH2:16][CH2:15][C:8]3([S:12][C:11](=N)[NH:10][C:9]3=[O:14])[C:6]=2[CH:7]=1.Cl.C[OH:20]>>[F:1][C:2]1[CH:3]=[CH:4][C:5]2[O:17][CH2:16][CH2:15][C:8]3([S:12][C:11](=[O:20])[NH:10][C:9]3=[O:14])[C:6]=2[CH:7]=1. Procedure: 2.195 g of (±)-6-fluoro-2,3-dihydro-2'-iminospiro-[4H-1-benzopyran-4,5'-thiazolidin]-4'-one were dissolved in 12 ml of methanol and 12 ml of 37% aqueous hydrochloric acid and the solution was boiled overnight. The colorless crystals which separated were removed and washed with water. After drying in vacuo, there was obtained (±)-6-fluoro-2,3-dihydrospiro[4H-1-benzopyran-4,5'-thiazolidine]-2',4'-dione of melting point 147°-149° C. (95% of theory). Reactants: C1(=CC=CC=C1)CC=O (Phenylacetaldehyde), C(C1=CC=CC=C1)N (N-benzylamine), CO (MeOH). The reagents and catalysts are [Pd] (Pd/C). Product: C1(=CC=CC=C1)NC(=O)C1CC1 (N-phenylcyclopropanamide). RXN SMILES: [C:1]1(CC=O)[CH:6]=[CH:5][CH:4]=[CH:3][CH:2]=1.[CH2:10]([NH2:17])[C:11]1[CH:16]=[CH:15]C=CC=1.C[OH:19]>[Pd]>[C:1]1([NH:17][C:10]([CH:11]2[CH2:16][CH2:15]2)=[O:19])[CH:2]=[CH:3][CH:4]=[CH:5][CH:6]=1. Reported procedure: Phenylacetaldehyde (0.091 mL, 0.780 mmol) was added to N-benzylamine 86 (0.055 g, 0.156 mmol) dissolved in MeOH (5.2mL, 0.03M). 10% Pd/C (0.0557 g) was added, and the mixture was shaken under 40 psi H2 until the consumption of H2 ceased and the reaction was judged complete by TLC. The crude reaction mixture was passed through a column of Celite, concentrated in vacuo, and purified by flash column chromatography (50:48:2::Hexanes:CH2Cl2:2N NH3 in EtOH) to obtain pure 4-phenethyl-1,4-ozazepan-2-yl... The reactants are CI, CC(C)=O, O=[N+]([O-])c1oc2ccc(CN3CCOCC3)cc2c1-c1ccccc1. Product: [I-], C[N+]1(Cc2ccc3oc([N+](=O)[O-])c(-c4ccccc4)c3c2)CCOCC1. RXN SMILES: [CH3:26][I:27].[CH3:28][C:29](=[O:30])[CH3:31].[N+:1](=[O:2])([O-:3])[c:4]1[o:5][c:6]2[c:7]([c:8]1-[c:9]1[cH:10][cH:11][cH:12][cH:13][cH:14]1)[cH:15][c:16]([CH2:19][N:20]1[CH2:21][CH2:22][O:23][CH2:24][CH2:25]1)[cH:17][cH:18]2>>[I-:27].[N+:1](=[O:2])([O-:3])[c:4]1[o:5][c:6]2[c:7]([c:8]1-[c:9]1[cH:10][cH:11][cH:12][cH:13][cH:14]1)[cH:15][c:16]([CH2:19][N+:20]1([CH3:26])[CH2:21][CH2:22][O:23][CH2:24][CH2:25]1)[cH:17][cH:18]2. Reactants: N1=CC(=CC=C1)C=1NCCN1 (2-(3-pyridyl)imidazoline), [Mn](=O)(=O)([O-])[O-].[Ba+2] (barium manganate). The solvent is C(Cl)Cl (CH2Cl2). Product: N1C(=NC=C1)C=1C=NC=CC1 (3-(1H-imidazol-2-yl)pyridine). Yield: 65.6%. RXN SMILES: [N:1]1[CH:6]=[CH:5][CH:4]=[C:3]([C:7]2[NH:8][CH2:9][CH2:10][N:11]=2)[CH:2]=1.[Mn]([O-])([O-])(=O)=O.[Ba+2]>C(Cl)Cl>[NH:8]1[CH:9]=[CH:10][N:11]=[C:7]1[C:3]1[CH:2]=[N:1][CH:6]=[CH:5][CH:4]=1 |f:1.2|. Procedure details: 2-(3-pyridyl)imidazoline (7.2 g, 0.049M), and barium manganate (52.5 g) in CH2Cl2 (500 ml) were refluxed for 24 hrs. The reaction mixture was then filtered through diatomaceous earth, washed with ethylacetate (3×200 ml) and methanol (3×100 ml). The combined filtrates were concentrated to yield an oil which was purified on silica gel column, eluted with 20% by volume methanol 80% by volume methylene dichloride, to give 3-(1H-imidazol-2-yl)pyridine (4.66 g, 64.7%).